Dataset: the Open Reaction Database (ORD), a public repository of structured organic reaction records. Task: describe an organic reaction: reactants, conditions, products, and yield The reactants are BrC1=C2CCN3C(C2=CC=C1)=CC(NCC3=O)=O (9-bromo-3,4,7,8-tetrahydro-[1,4]diazepino[7,1-a]isoquinoline-2,5-dione), F[B-](F)(F)F.C1(CCCCC1)C1=[N+](C=CN1)C1CCCCC1 (dicyclohexylimidazolium tetrafluoroborate), [NH4+].[Cl-] (NH4Cl), solution, C(C)(C)(C)[Mg]Cl (tBuMgCl). The reagents and catalysts are Cl[Ni]Cl (NiCl2). The solvent is C1CCOC1 (THF). Reaction conditions: temperature -20 celsius. The product is C(C)(C)(C)C1=C2CCN3C(C2=CC=C1)=CC(NCC3=O)=O (9-(tert-butyl)-3,4,7,8-tetrahydro-[1,4]diazepino[7,1-a]isoquinoline-2,5-dione). Yield: 50.0%. As a reaction SMILES: Br[C:2]1[CH:11]=[CH:10][CH:9]=[C:8]2[C:3]=1[CH2:4][CH2:5][N:6]1[C:16](=[O:17])[CH2:15][NH:14][C:13](=[O:18])[CH:12]=[C:7]12.F[B-](F)(F)F.[CH:24]1([C:30]2NC=C[N+]=2C2CCCCC2)[CH2:29]CCC[CH2:25]1.C([Mg]Cl)(C)(C)C.[NH4+].[Cl-]>C1COCC1.Cl[Ni]Cl>[C:24]([C:2]1[CH:11]=[CH:10][CH:9]=[C:8]2[C:3]=1[CH2:4][CH2:5][N:6]1[C:16](=[O:17])[CH2:15][NH:14][C:13](=[O:18])[CH:12]=[C:7]12)([CH3:30])([CH3:29])[CH3:25] |f:1.2,4.5|. Reported procedure: 125-1. A mixture of 9-bromo-3,4,7,8-tetrahydro-[1,4]diazepino[7,1-a]isoquinoline-2,5-dione (2.0 g, 6.51 mmol), NiCl2*2H2O (0.43 g, 2.60 mmol) and dicyclohexylimidazolium tetrafluoroborate (0.83 g, 2.60 mmol) in THF (80 mL) was cooled to −20° C. and then treated with a 1M solution of tBuMgCl (39.0 mL, 39.0 mmol) dropwise. The mixture was allowed to slowly warm to RT, then poured onto a saturated aq. solution of NH4Cl and extracted with AcOEt. The combined org. layers were then dried over Na2SO4, ... Reactants: C(C1=CC=C(C(=O)O)C=C1)(=O)O (terephthalic acid), NCCOCCOCCOCCNS(=O)(=O)C1=CC=C(C=C1)C1CN(CC2=C(C=C(C=C12)Cl)Cl)C (N-(2-(2-(2-(2-aminoethoxy)ethoxy)ethoxy)ethyl)-4-(6,8-dichloro-2-methyl-1,2,3,4-tetrahydroisoquinolin-4-yl)benzenesulfonamide), NCCOCCOCCOCCNS(=O)(=O)C1=CC=C(C=C1)C1CN(CC2=C(C=C(C=C12)Cl)Cl)C (N-(2-(2-(2-(2-aminoethoxy)ethoxy)ethoxy)ethyl)-4-(6,8-dichloro-2-methyl-1,2,3,4-tetrahydroisoquinolin-4-yl)benzenesulfonamide). Yields the product ClC=1C=C2C(CN(CC2=C(C1)Cl)C)C1=CC=C(C=C1)S(=O)(=O)NCCOCCOCCOCCNC(C1=CC=C(C(=O)NCCOCCOCCOCCNS(=O)(=O)C2=CC=C(C=C2)C2CN(CC3=C(C=C(C=C23)Cl)Cl)C)C=C1)=O (N1,N4-bis(2-(2-(2-(2-(4-(6,8-dichloro-2-methyl-1,2,3,4-tetrahydroisoquinolin-4-yl)phenylsulfonamido)ethoxy)ethoxy)ethoxy)-ethyl)terephthalamide). Isolated yield 50.7%. Reaction SMILES: [C:1]([OH:12])(=O)[C:2]1[CH:10]=[CH:9][C:5]([C:6]([OH:8])=O)=[CH:4][CH:3]=1.[NH2:13][CH2:14][CH2:15][O:16][CH2:17][CH2:18][O:19][CH2:20][CH2:21][O:22][CH2:23][CH2:24][NH:25][S:26]([C:29]1[CH:34]=[CH:33][C:32]([CH:35]2[C:44]3[C:39](=[C:40]([Cl:46])[CH:41]=[C:42]([Cl:45])[CH:43]=3)[CH2:38][N:37]([CH3:47])[CH2:36]2)=[CH:31][CH:30]=1)(=[O:28])=[O:27]>>[Cl:45][C:42]1[CH:43]=[C:44]2[C:39](=[C:40]([Cl:46])[CH:41]=1)[CH2:38][N:37]([CH3:47])[CH2:36][CH:35]2[C:32]1[CH:31]=[CH:30][C:29]([S:26]([NH:25][CH2:24][CH2:23][O:22][CH2:21][CH2:20][O:19][CH2:18][CH2:17][O:16][CH2:15][CH2:14][NH:13][C:6](=[O:8])[C:5]2[CH:4]=[CH:3][C:2]([C:1]([NH:13][CH2:14][CH2:15][O:16][CH2:17][CH2:18][O:19][CH2:20][CH2:21][O:22][CH2:23][CH2:24][NH:25][S:26]([C:29]3[CH:30]=[CH:31][C:32]([CH:35]4[C:44]5[C:39](=[C:40]([Cl:46])[CH:41]=[C:42]([Cl:45])[CH:43]=5)[CH2:38][N:37]([CH3:47])[CH2:36]4)=[CH:33][CH:34]=3)(=[O:28])=[O:27])=[O:12])=[CH:10][CH:9]=2)(=[O:28])=[O:27])=[CH:34][CH:33]=1. Procedure details: Compound 233 was prepared following the procedures outlined in Example 215 using terephthalic acid (10.4 mg, 0.0628 mmol) and N-(2-(2-(2-(2-aminoethoxy)ethoxy)ethoxy)ethyl)-4-(6,8-dichloro-2-methyl-1,2,3,4-tetrahydroisoquinolin-4-yl)benzenesulfonamide (Compound 82, 97.2 mg, 0.1255 mmol). Purification by preparative HPLC gave the title compound (38.9 mg) as a TFA salt. 1H-NMR (400 MHz, CD3OD): δ 7.83 (m, 10H), 7.85 (s, 2H), 7.42 (d, 4H), 6.83 (s, 1H), 3.66-3.55 (m, 28H), 3.46-3.39 (m, 11H), 3.12 ... Reactants: CC(C)(C(C(C(=C)C)C)=O)C (2,2,4,5-tetramethyl-5-hexen-3-one), C1(=CC=C(C=C1)S(=O)(=O)O)C (p-toluenesulfonic acid). Run in C1(=CC=CC=C1)C (toluene). Run at time 24 hour. Yields the product CC(C)(C(C(=C(C)C)C)=O)C (2,2,4,5-Tetramethyl-4-hexen-3-one). As a reaction SMILES: [CH3:1][C:2]([CH3:11])([C:4](=[O:10])[CH:5]([CH3:9])[C:6]([CH3:8])=[CH2:7])[CH3:3].C1(C)C=CC(S(O)(=O)=O)=CC=1>C1(C)C=CC=CC=1>[CH3:3][C:2]([CH3:11])([C:4](=[O:10])[C:5]([CH3:9])=[C:6]([CH3:8])[CH3:7])[CH3:1]. Reported procedure: 30.8 g (0.2 mole) of 2,2,4,5-tetramethyl-5-hexen-3-one were heated to 100° in 100 ml of toluene in the presence of 3.08 g of p-toluenesulfonic acid. After 24 h, the mixture was cooled down and extracted with ether. After neutralizing with an aqueous solution saturated with NaHCO3, the organic phase was washed with water, then with a solution saturated with NaCl, and dried with Na2SO4. Evaporation and distillation of the residue, followed by fractional distillation, provided a fraction having B.p... Reaction SMILES: [C:3](=[O:4])([CH3:5])[S:6][CH:7]1[C:8](=[CH:26][c:27]2[cH:28][n:29][n:30][n:31]2[CH2:32][CH2:33][CH2:34][C:35](=[O:36])[O:37][CH2:38][CH3:39])[CH2:9][N:10]([CH:13]([C:14](=[O:15])[CH:16]2[CH2:17][CH2:18]2)[c:19]2[c:20]([F:25])[cH:21][cH:22][cH:23][cH:24]2)[CH2:11][CH2:12]1.[CH3:40][CH2:41][O:42][C:43](=[O:44])[CH3:45].[CH3:51][CH2:52][OH:53].[ClH:1].[ClH:2].[Na+:46].[OH:47][C:48](=[O:49])[O-:50]>>[ClH:1].[SH:6][CH:7]1[C:8](=[CH:26][c:27]2[cH:28][n:29][n:30][n:31]2[CH2:32][CH2:33][CH2:34][C:35](=[O:36])[O:37][CH2:38][CH3:39])[CH2:9][N:10]([CH:13]([C:14](=[O:15])[CH:16]2[CH2:17][CH2:18]2)[c:19]2[c:20]([F:25])[cH:21][cH:22][cH:23][cH:24]2)[CH2:11][CH2:12]1. The product is Cl, CCOC(=O)CCCn1nncc1C=C1CN(C(C(=O)C2CC2)c2ccccc2F)CCC1S. Starting materials: CCOC(=O)CCCn1nncc1C=C1CN(C(C(=O)C2CC2)c2ccccc2F)CCC1SC(C)=O, CCOC(C)=O, CCO, Cl, Cl, [Na+], O=C([O-])O. Reactants: C(C1=CC=CC=C1)(C1=CC=CC=C1)OC(=O)C=1N2C(C(C2SCC1C=CSC)NC(C(C=1N=C(SC1)NC(C1=CC=CC=C1)(C1=CC=CC=C1)C1=CC=CC=C1)=NOC)=O)=O (2-Benzhydryloxycarbonyl-7-[2-methoxyimino-2-(2-tritylamino-thiazol-4-yl)-acetamido]-3-(2-methylthiovinyl)-8-oxo-5-thia-1-aza-bicyclo[4.2.0]oct-2-ene), O (water). The solvent is C(=O)O (formic acid). Reaction conditions: temperature 50 celsius. Yields the product NC=1SC=C(N1)C(C(=O)NC1C2SCC(=C(N2C1=O)C(=O)O)C=CSC)=NOC (7-[2-(2-Aminothiazol-4-yl)-2-methoxyimino-acetamido]-2-carboxy-3-(2-methylthio-vinyl)-8-oxo-5-thia-1-aza-bicyclo[4.2.0]oct-2-ene). The yield is 94.8%. RXN SMILES: C([O:14][C:15]([C:17]1[N:18]2[CH:21]([S:22][CH2:23][C:24]=1[CH:25]=[CH:26][S:27][CH3:28])[CH:20]([NH:29][C:30](=[O:60])[C:31](=[N:57][O:58][CH3:59])[C:32]1[N:33]=[C:34]([NH:37]C(C3C=CC=CC=3)(C3C=CC=CC=3)C3C=CC=CC=3)[S:35][CH:36]=1)[C:19]2=[O:61])=[O:16])(C1C=CC=CC=1)C1C=CC=CC=1.O>C(O)=O>[NH2:37][C:34]1[S:35][CH:36]=[C:32]([C:31](=[N:57][O:58][CH3:59])[C:30]([NH:29][CH:20]2[C:19](=[O:61])[N:18]3[CH:21]2[S:22][CH2:23][C:24]([CH:25]=[CH:26][S:27][CH3:28])=[C:17]3[C:15]([OH:16])=[O:14])=[O:60])[N:33]=1. Procedure details: 2-Benzhydryloxycarbonyl-7-[2-methoxyimino-2-(2-tritylamino-thiazol-4-yl)-acetamido]-3-(2-methylthiovinyl)-8-oxo-5-thia-1-aza-bicyclo[4.2.0]oct-2-ene (syn isomer, mixture of E- and Z-forms) (1.26 g) is dissolved in formic acid (35 cc), water (13 cc) is added and the mixture is heated at 50° C. for 15 minutes. It is then allowed to cool, filtered and concentrated to dryness under reduced pressure (20 mm Hg at 20° C.). The residue is triturated in diethyl ether (20 cc), filtered off, washed with et... Starting materials: COCCOCC(O)COC1CN(C(=O)OC(C)(C)C)CC(OCc2cc(OC)c3ccccc3c2)C1c1ccc(OCCCOCc2ccccc2OC)cc1, CO, Cl. Product: COCCOCC(O)COC1CNCC(OCc2cc(OC)c3ccccc3c2)C1c1ccc(OCCCOCc2ccccc2OC)cc1. Reaction SMILES: [C:1]([O:2][C:3](=[O:4])[N:8]1[CH2:9][CH:10]([O:48][CH2:49][CH:50]([CH2:51][O:52][CH2:53][CH2:54][O:55][CH3:56])[OH:57])[CH:11]([c:28]2[cH:29][cH:30][c:31]([O:34][CH2:35][CH2:36][CH2:37][O:38][CH2:39][c:40]3[c:41]([O:46][CH3:47])[cH:42][cH:43][cH:44][cH:45]3)[cH:32][cH:33]2)[CH:12]([O:14][CH2:15][c:16]2[cH:17][c:18]3[cH:19][cH:20][cH:21][cH:22][c:23]3[c:24]([O:26][CH3:27])[cH:25]2)[CH2:13]1)([CH3:5])([CH3:6])[CH3:7].[CH3:59][OH:60].[ClH:58]>>[NH:8]1[CH2:9][CH:10]([O:48][CH2:49][CH:50]([CH2:51][O:52][CH2:53][CH2:54][O:55][CH3:56])[OH:57])[CH:11]([c:28]2[cH:29][cH:30][c:31]([O:34][CH2:35][CH2:36][CH2:37][O:38][CH2:39][c:40]3[c:41]([O:46][CH3:47])[cH:42][cH:43][cH:44][cH:45]3)[cH:32][cH:33]2)[CH:12]([O:14][CH2:15][c:16]2[cH:17][c:18]3[cH:19][cH:20][cH:21][cH:22][c:23]3[c:24]([O:26][CH3:27])[cH:25]2)[CH2:13]1.